This data is from the Open Reaction Database (ORD), a public repository of structured organic reaction records. The task is: describe an organic reaction: reactants, conditions, products, and yield Starting materials: C(C)(C)(C)OC([C@@H](N)CC(C)C)=O (leucine t-butyl ester), S1C(=CC=C1)C=O (thiophene-2-carboxaldehyde). The solvent is C1(=CC=CC=C1)C (toluene). Run at temperature 90 celsius. Yields the product C(C)(C)(C)OC(C(CC(C)C)N=CC=1SC=CC1)=O (4-Methyl-2-[(thiophen-2-ylmethylene)-amino]-pentanoic acid-t-butyl ester). Reaction SMILES: [C:1]([O:5][C:6](=[O:13])[C@H:7]([CH2:9][CH:10]([CH3:12])[CH3:11])[NH2:8])([CH3:4])([CH3:3])[CH3:2].[S:14]1[CH:18]=[CH:17][CH:16]=[C:15]1[CH:19]=O>C1(C)C=CC=CC=1>[C:1]([O:5][C:6](=[O:13])[CH:7]([N:8]=[CH:19][C:15]1[S:14][CH:18]=[CH:17][CH:16]=1)[CH2:9][CH:10]([CH3:11])[CH3:12])([CH3:4])([CH3:3])[CH3:2]. Procedure details: To a stirred solution of leucine t-butyl ester (10 g) in toluene (100 mL) is added thiophene-2-carboxaldehyde (5.0 mL) and the mixture is heated to 90° C. for 2 hours. The mixture was cooled, washed with water, dried over magnesium sulfate, filtered, and evaporated to an oil (14.5 g). The reactants are COC=1C2=C(N=C(N1)SC)SC(=N2)N (7-Methoxy-5-methylsulfanyl-thiazolo[5,4-d]pyrimidin-2-ylamine), C(C)(C)N(C(C)C)CC (N,N-diisopropylethylamine), OC1(CCN(CC1)C(=O)Cl)C1=CC(=CC=C1)C(F)(F)F (4-hydroxy-4-[3-(trifluoromethyl)phenyl]piperidine-1-carbonyl chloride), [H-].[Na+] (sodium hydride). Run in O1CCCC1 (tetrahydrofuran). Reaction conditions: temperature 50 celsius, time 1 hour. Product: COC=1C2=C(N=C(N1)SC)SC(=N2)NC(=O)N2CCC(CC2)(C2=CC(=CC=C2)C(F)(F)F)O (4-hydroxy-4-[3-(trifluoromethy)phenyl]piperidine-1-carboxylic acid (7-methoxy-5-methylsulfanyl-thiazolo[5,4-d]pyrimidin-2-yl)-amide). Isolated yield 34.3%. As a reaction SMILES: [CH3:1][O:2][C:3]1[C:4]2[N:13]=[C:12]([NH2:14])[S:11][C:5]=2[N:6]=[C:7]([S:9][CH3:10])[N:8]=1.[H-].[Na+].C(N(CC)C(C)C)(C)C.[OH:26][C:27]1([C:36]2[CH:41]=[CH:40][CH:39]=[C:38]([C:42]([F:45])([F:44])[F:43])[CH:37]=2)[CH2:32][CH2:31][N:30]([C:33](Cl)=[O:34])[CH2:29][CH2:28]1>O1CCCC1>[CH3:1][O:2][C:3]1[C:4]2[N:13]=[C:12]([NH:14][C:33]([N:30]3[CH2:29][CH2:28][C:27]([OH:26])([C:36]4[CH:41]=[CH:40][CH:39]=[C:38]([C:42]([F:44])([F:43])[F:45])[CH:37]=4)[CH2:32][CH2:31]3)=[O:34])[S:11][C:5]=2[N:6]=[C:7]([S:9][CH3:10])[N:8]=1 |f:1.2|. Procedure details: A magnetically stirred mixture of 7-Methoxy-5-methylsulfanyl-thiazolo[5,4-d]pyrimidin-2-ylamine (500 mg, 2.19 mmol) in tetrahydrofuran (20 mL) under a nitrogen atmosphere at 25° C. was treated with sodium hydride (60% suspension in mineral oil, 265 mg, 6.58 mmol). The reaction mixture was stirred at 50° C. for 1 h. At this time, the reaction was cooled to room temperature and was treated with N,N-diisopropylethylamine (850 mg, 6.58 mmol) and 4-hydroxy-4-[3-(trifluoromethyl)phenyl]piperidine-1-ca...